From a dataset of the Open Reaction Database (ORD), a public repository of structured organic reaction records. describe an organic reaction: reactants, conditions, products, and yield The reactants are N1(C=NC=C1)C1=CC=C(C=C1)C(CC(C(F)(F)F)(O)C1=CC(=CC(=C1)Cl)Cl)=O (1-(4-(1H-imidazol-1-yl)phenyl)-3-(3,5-dichlorophenyl)-4,4,4-trifluoro-3-hydroxybutan-1-one), S(=O)(Cl)Cl (thionyl chloride), N1=CC=CC=C1 (pyridine), Cl (hydrochloric acid). Solvent: C1(=CC=CC=C1)C (toluene), O (water). Conditions: time 1 hour. Product: N1(C=NC=C1)C1=CC=C(C=C1)C(C=C(C(F)(F)F)C1=CC(=CC(=C1)Cl)Cl)=O (1-(4-(1H-imidazol-1-yl)phenyl)-3-(3,5-dichlorophenyl)-4,4,4-trifluoro-2-buten-1-one). Yield: 81.5%. RXN SMILES: [N:1]1([C:6]2[CH:11]=[CH:10][C:9]([C:12](=[O:28])[CH2:13][C:14]([C:20]3[CH:25]=[C:24]([Cl:26])[CH:23]=[C:22]([Cl:27])[CH:21]=3)(O)[C:15]([F:18])([F:17])[F:16])=[CH:8][CH:7]=2)[CH:5]=[CH:4][N:3]=[CH:2]1.S(Cl)(Cl)=O.N1C=CC=CC=1.Cl>O.C1(C)C=CC=CC=1>[N:1]1([C:6]2[CH:7]=[CH:8][C:9]([C:12](=[O:28])[CH:13]=[C:14]([C:20]3[CH:25]=[C:24]([Cl:26])[CH:23]=[C:22]([Cl:27])[CH:21]=3)[C:15]([F:17])([F:18])[F:16])=[CH:10][CH:11]=2)[CH:5]=[CH:4][N:3]=[CH:2]1. Procedure details: After adding 2.69 g of toluene to 0.90 g (2.09 mmol) of 1-(4-(1H-imidazol-1-yl)phenyl)-3-(3,5-dichlorophenyl)-4,4,4-trifluoro-3-hydroxybutan-1-one, 0.50 g (4.19 mmol) of thionyl chloride and 0.33 g (4.19 mmol) of pyridine were added at 80° C., and stirred for 1 hour. The reaction solution was cooled to room temperature, and separated by adding 35 ml of chloroform and 20 ml of water. After washing the organic phase with an aqueous solution of 0.37 g of sodium hydroxide dissolved into 2.0 g of wat... Reactants: Cl (hydrochloric acid), [OH-].[Na+] (sodium hydroxide), NC1=NC(C2=C(N1)NC=C2CCC2=CC=C(C(=O)N[C@@H](CCC(=O)O)C(=O)O)C=C2)=O (N-[4-[2-(2-Amino-4,7-Dihydro-4-Oxo-1H-Pyrrolo[2,3-d]pyrimidin-5-yl)ethyl]benzoyl]-L-Glutamic Acid), 3A, alcohol, [OH-].[Na+] (sodium hydroxide). The solvent is O (water). Conditions: temperature 70 celsius. Yields the product [Na+].[Na+].NC1=NC(C2=C(N1)NC=C2CCC2=CC=C(C(=O)N[C@@H](CCC(=O)[O-])C(=O)[O-])C=C2)=O (N-(4-[2-(2-Amino-4,7-Dihydro-4-Oxo-1H-Pyrrolo[2,3-d]pyrimidin-5yl)ethyl]benzoyl)-L-Glutamic Acid Disodium Salt). As a reaction SMILES: [NH2:1][C:2]1[NH:7][C:6]2[NH:8][CH:9]=[C:10]([CH2:11][CH2:12][C:13]3[CH:30]=[CH:29][C:16]([C:17]([NH:19][C@H:20]([C:26]([OH:28])=[O:27])[CH2:21][CH2:22][C:23]([OH:25])=[O:24])=[O:18])=[CH:15][CH:14]=3)[C:5]=2[C:4](=[O:31])[N:3]=1.Cl.[OH-].[Na+:34]>O>[Na+:34].[Na+:34].[NH2:1][C:2]1[NH:7][C:6]2[NH:8][CH:9]=[C:10]([CH2:11][CH2:12][C:13]3[CH:14]=[CH:15][C:16]([C:17]([NH:19][C@H:20]([C:26]([O-:28])=[O:27])[CH2:21][CH2:22][C:23]([O-:25])=[O:24])=[O:18])=[CH:29][CH:30]=3)[C:5]=2[C:4](=[O:31])[N:3]=1 |f:2.3,5.6.7|. Reported procedure: N-[4-[2-(2-Amino-4,7-dihydro-4-oxo-1H-pyrrolo[2,3-d]pyrimidin-5-yl)ethyl]benzoyl]-L-glutamic acid from Example 7 was dissolved in 3.8 mL of water and 2.2 ml of 1N sodium hydroxide. The pH of the mixture was adjusted to 7.5-8.5 using dilute hydrochloric acid and 1N sodium hydroxide. The solution was heated to 70° C. and 40 mL of 3A alcohol were added. The solution was allowed to cool to room temperature during which time a thick slurry developed. The solids were filtered and washed with 4:1 ethan... Reactants: ClC1=CC=C(S1)C1=NN(C=C1)CC(C)C (3-(5-chloro-2-thienyl)-1-isobutyl-1H-pyrazole), BrN1C(CCC1=O)=O (N-bromosuccinimide). The solvent is CN(C=O)C (N,N-dimethylformamide). Conditions: time 3 hour. Yields the product BrC=1C(=NN(C1)CC(C)C)C=1SC(=CC1)Cl (4-bromo-3-(5-chloro-2-thienyl)-1-isobutyl-1H-pyrazole). The yield is 83.4%. RXN SMILES: [Cl:1][C:2]1[S:6][C:5]([C:7]2[CH:11]=[CH:10][N:9]([CH2:12][CH:13]([CH3:15])[CH3:14])[N:8]=2)=[CH:4][CH:3]=1.[Br:16]N1C(=O)CCC1=O>CN(C)C=O>[Br:16][C:11]1[C:7]([C:5]2[S:6][C:2]([Cl:1])=[CH:3][CH:4]=2)=[N:8][N:9]([CH2:12][CH:13]([CH3:15])[CH3:14])[CH:10]=1. Procedure: To a solution of 3-(5-chloro-2-thienyl)-1-isobutyl-1H-pyrazole (1 eq, 0.045 mol) in dry N,N-dimethylformamide (130 mL) was added N-bromosuccinimide (1.1 eq, 0.05 mol) slowly and the resulting mixture was stirred at room temperature for 3 h. After completion reaction monitored by TLC, the reaction mixture was poured into ice cold water and extracted with ethyl acetate. The combined organics layer were washed with water, brine, dried over anhydrous Na2SO4, filtered and evaporated to afford 12 g of... Starting materials: [N+](=O)([O-])C1=C(C=CC=C1)NCCN(C)C (2-nitrophenyl-N',N'-dimethylethylenediamine), ClC(=O)OCC (ethyl chloroformate). Solvent: C(Cl)(Cl)Cl (chloroform). Reaction conditions: time 5 hour. Product: [N+](=O)([O-])C1=C(C=CC=C1)N(CCN(C)C)C(=O)OCC (N-(2-nitrophenyl)-N-ethoxycarbonyl-N',N'-dimethylethylenediamine). Yield: 68.2%. RXN SMILES: [N+:1]([C:4]1[CH:9]=[CH:8][CH:7]=[CH:6][C:5]=1[NH:10][CH2:11][CH2:12][N:13]([CH3:15])[CH3:14])([O-:3])=[O:2].Cl[C:17]([O:19][CH2:20][CH3:21])=[O:18]>C(Cl)(Cl)Cl>[N+:1]([C:4]1[CH:9]=[CH:8][CH:7]=[CH:6][C:5]=1[N:10]([C:17]([O:19][CH2:20][CH3:21])=[O:18])[CH2:11][CH2:12][N:13]([CH3:15])[CH3:14])([O-:3])=[O:2]. Reported procedure: To a solution of N-(2-nitrophenyl-N',N'-dimethylethylenediamine (1.20 g) in chloroform (25 ml) was added ethyl chloroformate (0.64 g) dropwise. The reaction mixture was stirred at room temperature for 5 hours, washed with 1N aqueous sodium hydroxide solution and saturated aqueous sodium chloride solution in turn and dried over anhydrous sodium sulfate. The solvent was then distilled off under reduced pressure and the residue was purified by silica gel chromatography (eluent:chloroform:methanol=1...